Dataset: the Open Reaction Database (ORD), a public repository of structured organic reaction records. Task: describe an organic reaction: reactants, conditions, products, and yield The yield is 79.7%. Reactants: C1(=CC=CC=C1)C1CC(C=2C=CC(NC2C1)=O)=O (7-phenyl-1,2,5,6,7,8-hexahydroquinoline-2,5-dione), C(=N)(N)NN.Cl (aminoguanidine hydrochloride), Cl (hydrochloric acid), O (water). Reported procedure: A mixture of 7-phenyl-1,2,5,6,7,8-hexahydroquinoline-2,5-dione (0.19 g), aminoguanidine hydrochloride (0.092 g), concentrated hydrochloric acid (0.04 ml), water (0.04 ml) and ethanol (20 ml) was refluxed for 1 hour. Under reduced pressure, the solvent was evaporated, and the residue was recrystallized from ethanol to give 5-guanidinoimino-7-phenyl-1,2,5,6,7,8-hexahydroquinolin-2-one hydrochloride (Compound 99) (0.21 g) as colorless crystals. Run in C(C)O (ethanol). Reaction SMILES: [C:1]1([CH:7]2[CH2:16][C:15]3[NH:14][C:13](=[O:17])[CH:12]=[CH:11][C:10]=3[C:9](=O)[CH2:8]2)[CH:6]=[CH:5][CH:4]=[CH:3][CH:2]=1.[C:19]([NH:22][NH2:23])([NH2:21])=[NH:20].[ClH:24].Cl.O>C(O)C>[ClH:24].[NH:22]([N:23]=[C:9]1[CH2:8][CH:7]([C:1]2[CH:6]=[CH:5][CH:4]=[CH:3][CH:2]=2)[CH2:16][C:15]2[NH:14][C:13](=[O:17])[CH:12]=[CH:11][C:10]1=2)[C:19]([NH2:21])=[NH:20] |f:1.2,6.7|. The product is Cl.N(C(=N)N)N=C1C=2C=CC(NC2CC(C1)C1=CC=CC=C1)=O (5-guanidinoimino-7-phenyl-1,2,5,6,7,8-hexahydroquinolin-2-one hydrochloride). Reactants: OC=1C=C(C=CC1O)CCC(=O)NC1=CC=C(C(=O)OC)C=C1 (methyl 4-{[3-(3,4-dihydroxyphenyl)propanoyl]amino}benzoate), O.NN (hydrazine hydrate). Solvent: CCO (EtOH). Conditions: time 15 hour. Yields the product OC=1C=C(C=CC1O)CCC(=O)NC1=CC=C(C=C1)C(=O)NN (3-(3,4-dihydroxyphenyl)-N-[4-(hydrazinocarbonyl)phenyl]propanamide). Yield: 52.0%. RXN SMILES: [OH:1][C:2]1[CH:3]=[C:4]([CH2:9][CH2:10][C:11]([NH:13][C:14]2[CH:23]=[CH:22][C:17]([C:18](OC)=[O:19])=[CH:16][CH:15]=2)=[O:12])[CH:5]=[CH:6][C:7]=1[OH:8].O.[NH2:25][NH2:26]>CCO>[OH:1][C:2]1[CH:3]=[C:4]([CH2:9][CH2:10][C:11]([NH:13][C:14]2[CH:23]=[CH:22][C:17]([C:18]([NH:25][NH2:26])=[O:19])=[CH:16][CH:15]=2)=[O:12])[CH:5]=[CH:6][C:7]=1[OH:8] |f:1.2|. Procedure: To a suspension of methyl 4-{[3-(3,4-dihydroxyphenyl)propanoyl]amino}benzoate (227 mg, 0.72 mmol) in EtOH (3.5 mL) was added hydrazine hydrate (0.55 mL). After stirring for 15 h at reflux, the reaction mixture was cooled to rt and a white solid precipitated out. Filtration, washing with EtOH (2×1 mL) and water (3×1 mL) and drying under vacuo at 70° C. for 2 hrs gave 117 mg of the title compound (52%) as a white solid in 99.6% purity by HPLC (MaxPlot detection between 230 and 400 nm). The reactants are C(C)N(C1=C(C=CC(=C1)OC)C1CC=2C=CC(=CC2CC1)OC(C(C)(C)C)=O)C(C1=CC(=C(C=C1)O)F)=O (pivalic acid 6-{2-[ethyl(3-fluoro-4-hydroxybenzoyl)amino]-4-methoxyphenyl}-5,6,7,8-tetrahydronaphthalen-2-yl ester), ClCC(=O)NC1CC(N(C(C1)(C)C)C)(C)C (2-chloro-N-(1,2,2,6,6-pentamethylpiperidin-4-yl)acetamide). As a reaction SMILES: [CH2:1]([N:3]([C:29](=O)[C:30]1[CH:35]=[CH:34][C:33]([OH:36])=[C:32]([F:37])[CH:31]=1)[C:4]1[CH:9]=[C:8]([O:10][CH3:11])[CH:7]=[CH:6][C:5]=1[CH:12]1[CH2:21][CH2:20][C:19]2[CH:18]=[C:17]([O:22]C(=O)C(C)(C)C)[CH:16]=[CH:15][C:14]=2[CH2:13]1)[CH3:2].Cl[CH2:40][C:41]([NH:43][CH:44]1[CH2:49][C:48]([CH3:51])([CH3:50])[N:47]([CH3:52])[C:46]([CH3:54])([CH3:53])[CH2:45]1)=O>>[CH2:1]([N:3]([CH2:29][C:30]1[CH:35]=[CH:34][C:33]([O:36][CH2:40][CH2:41][NH:43][CH:44]2[CH2:49][C:48]([CH3:51])([CH3:50])[N:47]([CH3:52])[C:46]([CH3:54])([CH3:53])[CH2:45]2)=[C:32]([F:37])[CH:31]=1)[C:4]1[CH:9]=[C:8]([O:10][CH3:11])[CH:7]=[CH:6][C:5]=1[CH:12]1[CH2:21][CH2:20][C:19]2[CH:18]=[C:17]([OH:22])[CH:16]=[CH:15][C:14]=2[CH2:13]1)[CH3:2]. Product: C(C)N(C1=C(C=CC(=C1)OC)C1CC=2C=CC(=CC2CC1)O)CC1=CC(=C(C=C1)OCCNC1CC(N(C(C1)(C)C)C)(C)C)F (6-{2-{Ethyl{3-fluoro-4-[2-(1,2,2,6,6-pentamethylpiperidin-4-ylamino)ethoxy]benzyl}amino}-4-methoxyphenyl}-5,6,7,8-tetrahydronaphthalen-2-ol). Reported procedure: Synthesized from pivalic acid 6-{2-[ethyl(3-fluoro-4-hydroxybenzoyl)amino]-4-methoxyphenyl}-5,6,7,8-tetrahydronaphthalen-2-yl ester (25 mg) and 2-chloro-N-(1,2,2,6,6-pentamethylpiperidin-4-yl)acetamide (23 mg) according to an analogous synthetic method to Example 567 and purified by LC-MS, the title compound (9.6 mg) was obtained. Isolated yield 32.3%. The reactants are C(C)OC(=O)N1[C@H](C[C@H](C2=CC(=C(C=C12)CO)CO)N(C(=O)OC)CC1=CC(=CC(=C1)C(F)(F)F)C(F)(F)F)C (cis-4-[(3,5-bis-trifluoromethyl-benzyl)-methoxycarbonyl-amino]-6,7-bis-hydroxymethyl-2-methyl-3,4-dihydro-2H-quinoline-1-carboxylic acid ethyl ester), [Cr](=O)(=O)([O-])Cl.[NH+]1=CC=CC=C1 (pyridinium chloro-chromate). Run in ClCCl (dichloromethane). Reaction conditions: time 24 hour. The product is C(C)OC(=O)N1[C@H](C[C@H](C2=CC3=C(C=C12)C(OC3)=O)N(C(=O)OC)CC3=CC(=CC(=C3)C(F)(F)F)C(F)(F)F)C (cis-4-[(3,5-bis-trifluoromethyl-benzyl)-methoxycarbonyl-amino]-2-methyl-8-oxo-3,4,6,8-tetrahydro-2H-furo[3,4-g]quinoline-1-carboxylic acid ethyl ester). Reaction SMILES: [CH2:1]([O:3][C:4]([N:6]1[C:15]2[C:10](=[CH:11][C:12]([CH2:18][OH:19])=[C:13]([CH2:16][OH:17])[CH:14]=2)[C@H:9]([N:20]([CH2:25][C:26]2[CH:31]=[C:30]([C:32]([F:35])([F:34])[F:33])[CH:29]=[C:28]([C:36]([F:39])([F:38])[F:37])[CH:27]=2)[C:21]([O:23][CH3:24])=[O:22])[CH2:8][C@@H:7]1[CH3:40])=[O:5])[CH3:2].[Cr](Cl)([O-])(=O)=O.[NH+]1C=CC=CC=1>ClCCl>[CH2:1]([O:3][C:4]([N:6]1[C:15]2[C:10](=[CH:11][C:12]3[CH2:18][O:19][C:16](=[O:17])[C:13]=3[CH:14]=2)[C@H:9]([N:20]([CH2:25][C:26]2[CH:27]=[C:28]([C:36]([F:37])([F:39])[F:38])[CH:29]=[C:30]([C:32]([F:33])([F:34])[F:35])[CH:31]=2)[C:21]([O:23][CH3:24])=[O:22])[CH2:8][C@@H:7]1[CH3:40])=[O:5])[CH3:2] |f:1.2|. Procedure: To a solution of cis-4-[(3,5-bis-trifluoromethyl-benzyl)-methoxycarbonyl-amino]-6,7-bis-hydroxymethyl-2-methyl-3,4-dihydro-2H-quinoline-1-carboxylic acid ethyl ester (Example 27A) (100 mg, 0.17 mmol) in 25 ml anhydrous dichloromethane was added pyridinium chloro-chromate (100 mg, 0.46 mmol) and the resulting mixture was stirred at room temperature for 24 h. The reaction mixture was poured into a separatory funnel, washed with H2O and sat NaHCO3, dried and concentrated. The crude material was chr...